This data is from the Open Reaction Database (ORD), a public repository of structured organic reaction records. The task is: describe an organic reaction: reactants, conditions, products, and yield Reactants: Cc1ccccc1, CCOC(C)=O, CC(=O)NCCCl, ClP(Cl)(Cl)(Cl)Cl, Cl, CCOC(=O)c1ccoc1-c1cccc(N)c1. Product: CCOC(=O)c1ccoc1-c1cccc(N2CCN=C2C)c1. RXN SMILES: [CH3:14][c:15]1[cH:16][cH:17][cH:18][cH:19][cH:20]1.[CH3:39][CH2:40][O:41][C:42](=[O:43])[CH3:44].[Cl:1][CH2:2][CH2:3][NH:4][C:5]([CH3:6])=[O:7].[Cl:8][P:9]([Cl:10])([Cl:11])([Cl:12])[Cl:13].[ClH:21].[NH2:22][c:23]1[cH:24][c:25](-[c:29]2[o:30][cH:31][cH:32][c:33]2[C:34](=[O:35])[O:36][CH2:37][CH3:38])[cH:26][cH:27][cH:28]1>>[CH2:2]1[CH2:3][N:4]=[C:5]([CH3:6])[N:22]1[c:23]1[cH:24][c:25](-[c:29]2[o:30][cH:31][cH:32][c:33]2[C:34](=[O:35])[O:36][CH2:37][CH3:38])[cH:26][cH:27][cH:28]1. Reactants: O=C(Cl)c1ccccc1, O=C(OCc1ccccc1)N1CCNCC1, ClCCl. Product: O=C(OCc1ccccc1)N1CCN(C(=O)c2ccccc2)CC1. Reaction SMILES: [C:17]([c:18]1[cH:19][cH:20][cH:21][cH:22][cH:23]1)(=[O:24])[Cl:25].[CH2:1]([c:2]1[cH:3][cH:4][cH:5][cH:6][cH:7]1)[O:8][C:9](=[O:10])[N:11]1[CH2:12][CH2:13][NH:14][CH2:15][CH2:16]1.[Cl:26][CH2:27][Cl:28]>>[CH2:1]([c:2]1[cH:3][cH:4][cH:5][cH:6][cH:7]1)[O:8][C:9](=[O:10])[N:11]1[CH2:12][CH2:13][N:14]([C:17]([c:18]2[cH:19][cH:20][cH:21][cH:22][cH:23]2)=[O:24])[CH2:15][CH2:16]1. Starting materials: C1CCOC1, CSc1nccc(Oc2ccc([N+](=O)[O-])c(F)c2)n1, CCO, [H][H]. Product: CSc1nccc(Oc2ccc(N)c(F)c2)n1. RXN SMILES: [CH2:25]1[O:26][CH2:27][CH2:28][CH2:29]1.[CH3:1][S:2][c:3]1[n:4][cH:5][cH:6][c:7]([O:9][c:10]2[cH:11][c:12]([F:19])[c:13]([N+:16]([O-:17])=[O:18])[cH:14][cH:15]2)[n:8]1.[CH3:20][CH2:21][OH:22].[H:23][H:24]>>[CH3:1][S:2][c:3]1[n:4][cH:5][cH:6][c:7]([O:9][c:10]2[cH:11][c:12]([F:19])[c:13]([NH2:16])[cH:14][cH:15]2)[n:8]1. The solvent is C(C)(=O)OCC (ethyl acetate). The product is C(C)OC(C)OC1=CC=C(C=C1)C(C)C (1-(1-ethoxy)ethoxy-4-isopropylbenzene). Starting materials: C(C)(C)C1=CC=C(C=C1)O (4-isopropylphenol), Cl.CCOCC (hydrochloric acid ether), resultant mixture, C(=C)OCC (Ethyl vinyl ether). Procedure: To 50 ml of dehydrated ethyl acetate (AcOEt) were added 5.0 g (36.7 mmol) of 4-isopropylphenol and 1.7 ml of hydrochloric acid/ether (HCl-Ether) solution (1.0 mol/L), and temperature of the reaction system was controlled to 40° C. Ethyl vinyl ether (7.9 g: 109.6 mmol) was added dropwise to the mixture, and the resultant mixture was stirred overnight. After the completion of the reaction, the reaction mixture was washed with an aqueous solution of sodium hydrogencarbonate, and washed with water t... Reaction SMILES: [CH:1]([C:4]1[CH:9]=[CH:8][C:7]([OH:10])=[CH:6][CH:5]=1)([CH3:3])[CH3:2].Cl.[CH3:12][CH2:13][O:14][CH2:15][CH3:16].C(OCC)=C>C(OCC)(=O)C>[CH2:13]([O:14][CH:15]([O:10][C:7]1[CH:8]=[CH:9][C:4]([CH:1]([CH3:3])[CH3:2])=[CH:5][CH:6]=1)[CH3:16])[CH3:12] |f:1.2|. Reactants: Cc1[nH]c2c(Br)cccc2c1CC1(CC(=O)O)CC1, O=C([O-])[O-], CCI, CN(C)C=O, [K+], [K+], O. Product: CCOC(=O)CC1(Cc2c(C)[nH]c3c(Br)cccc23)CC1. RXN SMILES: [Br:1][c:2]1[cH:3][cH:4][cH:5][c:6]2[c:7]([CH2:12][C:13]3([CH2:16][C:17](=[O:18])[OH:19])[CH2:14][CH2:15]3)[c:8]([CH3:11])[nH:9][c:10]12.[C:20](=[O:21])([O-:22])[O-:23].[CH2:26]([CH3:27])[I:28].[CH3:29][N:30]([CH3:31])[CH:32]=[O:33].[K+:24].[K+:25].[OH2:34]>>[Br:1][c:2]1[cH:3][cH:4][cH:5][c:6]2[c:7]([CH2:12][C:13]3([CH2:16][C:17](=[O:18])[O:19][CH2:26][CH3:27])[CH2:14][CH2:15]3)[c:8]([CH3:11])[nH:9][c:10]12. Reactants: CC1CC(NC(=O)OC(C)(C)C)CN(Cc2ccccc2)C1, CCO, [H][H]. The product is CC1CNCC(NC(=O)OC(C)(C)C)C1. As a reaction SMILES: [C:1]([CH3:2])([CH3:3])([CH3:4])[O:5][C:6]([NH:7][CH:8]1[CH2:9][N:10]([CH2:15][c:16]2[cH:17][cH:18][cH:19][cH:20][cH:21]2)[CH2:11][CH:12]([CH3:14])[CH2:13]1)=[O:22].[CH3:25][CH2:26][OH:27].[H:23][H:24]>>[C:1]([CH3:2])([CH3:3])([CH3:4])[O:5][C:6]([NH:7][CH:8]1[CH2:9][NH:10][CH2:11][CH:12]([CH3:14])[CH2:13]1)=[O:22]. The reactants are Cl (hydrochloric acid), CC1(N=C(OC1)C1=C(C=CC=C1)C1=CC=C(C=C1)COCOC)C (4,4-dimethyl-2-(4'-methoxymethoxymethylbiphenyl-2-yl)oxazoline), C(O)([O-])=O.[Na+] (sodium hydrogen-carbonate). Solvent: CO (methanol). Reaction conditions: temperature 40 celsius, time 2 hour. Yields the product CC1(N=C(OC1)C1=C(C=CC=C1)C1=CC=C(C=C1)CO)C (4,4-dimethyl-2-(4'-hydroxymethylbiphenyl-2-yl)oxazoline). Yield: 97.1%. Reaction SMILES: [CH3:1][C:2]1([CH3:24])[CH2:6][O:5][C:4]([C:7]2[CH:12]=[CH:11][CH:10]=[CH:9][C:8]=2[C:13]2[CH:18]=[CH:17][C:16]([CH2:19][O:20]COC)=[CH:15][CH:14]=2)=[N:3]1.Cl.C(=O)([O-])O.[Na+]>CO>[CH3:1][C:2]1([CH3:24])[CH2:6][O:5][C:4]([C:7]2[CH:12]=[CH:11][CH:10]=[CH:9][C:8]=2[C:13]2[CH:14]=[CH:15][C:16]([CH2:19][OH:20])=[CH:17][CH:18]=2)=[N:3]1 |f:2.3|. Reported procedure: 2.62 g (8.05 mmol) of 4,4-dimethyl-2-(4'-methoxymethoxymethylbiphenyl-2-yl)oxazoline was dissolved in methanol (20 ml). 6N hydrochloric acid (10 ml) was added thereto, followed by stirring at 40° C. for 2 hours. The reaction liquid was poured into a saturated aqueous solution of sodium hydrogen-carbonate, followed by the extraction with chloroform. After washing with water and drying, vacuum concentration was conducted. The residue was purified by silica gel column chromatography (a n-hexane/eth...